Dataset: the Open Reaction Database (ORD), a public repository of structured organic reaction records. Task: describe an organic reaction: reactants, conditions, products, and yield The reactants are C(C)(=O)NC1=CC(=C(C(=C1)C)OC)C (4-Acetamido-2,6-dimethylanisole), BrBr (Bromine). The solvent is C(C)(=O)O (acetic acid). Reaction conditions: time 3 hour. The product is C(C)(=O)NC1=C(C(=C(C(=C1)C)OC)C)Br (4-acetamido-3-bromo-2,6-dimethylanisole). Yield: 85.4%. As a reaction SMILES: [C:1]([NH:4][C:5]1[CH:10]=[C:9]([CH3:11])[C:8]([O:12][CH3:13])=[C:7]([CH3:14])[CH:6]=1)(=[O:3])[CH3:2].[Br:15]Br>C(O)(=O)C>[C:1]([NH:4][C:5]1[CH:10]=[C:9]([CH3:11])[C:8]([O:12][CH3:13])=[C:7]([CH3:14])[C:6]=1[Br:15])(=[O:3])[CH3:2]. Procedure details: 4-Acetamido-2,6-dimethylanisole (7, 8.6 g, 44.3 mmol) and acetic acid (30 mL) were placed in a round-bottom flask under an argon atmosphere. Bromine (2.7 mL, 44.3 mmol) was added dropwise to the solution, after which the reaction mixture was stirred at room temperature for about 3 h, and then concentrated. The residue was diluted with methylene chloride and carefully washed sequentially with saturated aq. sodium bicarbonate and brine, and dried (MgSO4). Removal of solvents gave a brown-colored s... Starting materials: ClC1=C(C=CC=C1)C1=NC2=C(C=CC=C2C=C1C=O)Cl (2-(2-chlorophenyl)-8-chloroquinoline-3-carbaldehyde), [BH4-].[Na+] (sodium borohydride). Run in C1CCOC1 (THF). Yields the product ClC1=C(C=CC=C1)C1=NC2=C(C=CC=C2C=C1CO)Cl ((2-(2-chlorophenyl)-8-chloroquinolin-3-yl)methanol). RXN SMILES: [Cl:1][C:2]1[CH:7]=[CH:6][CH:5]=[CH:4][C:3]=1[C:8]1[C:17]([CH:18]=[O:19])=[CH:16][C:15]2[C:10](=[C:11]([Cl:20])[CH:12]=[CH:13][CH:14]=2)[N:9]=1.[BH4-].[Na+]>C1COCC1>[Cl:1][C:2]1[CH:7]=[CH:6][CH:5]=[CH:4][C:3]=1[C:8]1[C:17]([CH2:18][OH:19])=[CH:16][C:15]2[C:10](=[C:11]([Cl:20])[CH:12]=[CH:13][CH:14]=2)[N:9]=1 |f:1.2|. Procedure: Prepared according to Procedure B using 2-(2-chlorophenyl)-8-chloroquinoline-3-carbaldehyde (1.18 g, 3.9 mmol), and sodium borohydride (0.222 g, 5.86 mmol, 1.5 eq) in THF (20 mL). (2-(2-chlorophenyl)-8-chloroquinolin-3-yl)methanol was obtained as a yellow solid. 1H NMR (400 MHz, DMSO-d6) δ ppm 8.56 (1H, s), 8.10 (1H, dd, J=8.2, 1.2 Hz), 7.94 (1H, dd, J=7.6, 1.4 Hz), 7.63 (2H, t, J=7.8 Hz), 7.44-7.59 (3H, m), 5.54 (1H, t, J=5.3 Hz) Mass Spectrum (ESI) m/e=304.0 and 306.1 (M+1) The reactants are O1CCCC1 (tetrahydrofuran), tetrakis(triphenylphosphyne)palladium, CCCCCC.C(CCC)[Li] (n-Butyllithiumhexane), O1CCCC1 (tetrahydrofuran), O1CCCC1 (tetrahydrofuran), O1CCCC1 (tetrahydrofuran), O1CCCC1 (tetrahydrofuran), BrC1=CC(=C(C=C1)C)F (4-bromo-2-fluorotoluene). Reagents/catalysts: [Cl-].[Zn+2].[Cl-] (zinc chloride). The solvent is C(C)(=O)OCC (ethyl acetate), Cl (hydrochloric acid). Reaction conditions: temperature -78 celsius, time 1 hour. The product is FC=1C=C(C=CC1C)C1=CC=CC=C1 (3-fluoro-4-methylbiphenyl). As a reaction SMILES: [CH3:1][CH2:2][CH2:3][CH2:4][CH2:5][CH3:6].C([Li])CCC.O1CCCC1.Br[C:18]1[CH:23]=[CH:22][C:21]([CH3:24])=[C:20]([F:25])[CH:19]=1>C(OCC)(=O)C.Cl.[Cl-].[Zn+2].[Cl-]>[F:25][C:20]1[CH:19]=[C:18]([C:3]2[CH:2]=[CH:1][CH:6]=[CH:5][CH:4]=2)[CH:23]=[CH:22][C:21]=1[CH3:24] |f:0.1,6.7.8|. Procedure details: 1.6M-n-Butyllithiumhexane solution (30 ml) is added to tetrahydrofuran (30 ml) the tetrahydrofuran is chilled to −78° C. under a nitrogen environment beforehand. Subsequent to this addition, a tetrahydrofuran (30 ml) solution of 4-bromo-2-fluorotoluene (9.21 g) is added. Then, the solution is stirred for one hour at −78° C. A tetrahydrofuran (30 ml) solution of zinc chloride (6.64 g), which had been heat-dissolved and dehydrated under reduced pressure, is added to the solution at −78° C. and the... Reaction SMILES: [CH3:30][I:31].[Cl:1][c:2]1[cH:3][c:4]([CH2:5][N:6]2[C:7](=[O:23])[c:8]3[c:9]([OH:22])[c:10](=[O:21])[n:11]4[c:12]([c:13]3[CH2:14][CH2:15]2)[C:16](=[O:20])[NH:17][CH2:18][CH2:19]4)[cH:24][cH:25][c:26]1[F:27].[H-:28].[Na+:29].[O:32]=[CH:33][N:34]([CH3:35])[CH3:36]>>[Cl:1][c:2]1[cH:3][c:4]([CH2:5][N:6]2[C:7](=[O:23])[c:8]3[c:9]([OH:22])[c:10](=[O:21])[n:11]4[c:12]([c:13]3[CH2:14][CH2:15]2)[C:16](=[O:20])[N:17]([CH3:30])[CH2:18][CH2:19]4)[cH:24][cH:25][c:26]1[F:27]. The product is CN1CCn2c(c3c(c(O)c2=O)C(=O)N(Cc2ccc(F)c(Cl)c2)CC3)C1=O. Reactants: CI, O=C1NCCn2c1c1c(c(O)c2=O)C(=O)N(Cc2ccc(F)c(Cl)c2)CC1, [H-], [Na+], CN(C)C=O. Reactants: ice water, [K].C(C)(C)(C)[O-] (potassium tert.-butanolate), O(C1=CC=CC=C1)C1=CC=C(C=C1)O (4-phenoxy-phenol), C(C)N(C(C(CC)Cl)=O)CC (chlorobutyric acid diethylamide), C(C)OCC (diethyl ether). The solvent is CS(=O)C (dimethylsulphoxide), CS(=O)C (dimethylsulphoxide). Run at time 8 hour. Yields the product C(C)N(C(CCCOC1=CC=C(C=C1)OC1=CC=CC=C1)=O)CC (4-[(4-phenoxy)-phenoxy]-butyric acid diethylamide). As a reaction SMILES: [K].C([O-])(C)(C)C.[O:7]([C:14]1[CH:19]=[CH:18][C:17]([OH:20])=[CH:16][CH:15]=1)[C:8]1[CH:13]=[CH:12][CH:11]=[CH:10][CH:9]=1.[CH2:21]([N:23]([CH2:30][CH3:31])[C:24](=[O:29])[CH:25](Cl)[CH2:26][CH3:27])[CH3:22].C(OCC)C>CS(C)=O>[CH2:21]([N:23]([CH2:30][CH3:31])[C:24](=[O:29])[CH2:25][CH2:26][CH2:27][O:20][C:17]1[CH:16]=[CH:15][C:14]([O:7][C:8]2[CH:13]=[CH:12][CH:11]=[CH:10][CH:9]=2)=[CH:19][CH:18]=1)[CH3:22] |f:0.1,^1:0|. Reported procedure: 17 g of potassium-tert.-butanolate is added at 10° C to a solution of 28 g of 4-phenoxy-phenol in 100 ml of anhydrous dimethylsulphoxide. After the base has completely dissolved, an addition is made dropwise in the course of 2 hours, with stirring, of 26.5 g of chlorobutyric acid diethylamide dissolved in 20 ml of dimethylsulphoxide and the whole is further stirred overnight at room temperature. For further processing, the reaction mixture is poured into ice water, and extraction is repeatedly p... Reactants: C(#N)C=1C=CC(=NC1)C1=CC(=CC=2N=C(SC21)NC(=O)NCC)OS(=O)(=O)C(F)(F)F (trifluoro-methanesulfonic acid 7-(5-cyano-pyridin-2-yl)-2-(3-ethyl-ureido)-benzothiazol-5-yl ester), N1=CC(=CC=C1)B(O)O (3-pyridineboronic acid), C([O-])([O-])=O.[Cs+].[Cs+] (caesium carbonate), CN(C=O)C (dimethylformamide), tetrakistriphenylphosphine palladium (0). Solvent: O (water). Conditions: temperature 80 celsius. Product: C(#N)C=1C=CC(=NC1)C1=CC(=CC=2N=C(SC21)NC(=O)NCC)C=2C=NC=CC2 (1-[7-(5-Cyano-pyridin-2-yl)-5-pyridin-3-yl-benzothiazol-2-yl]-3-ethyl-urea). Reaction SMILES: [C:1]([C:3]1[CH:4]=[CH:5][C:6]([C:9]2[C:17]3[S:16][C:15]([NH:18][C:19]([NH:21][CH2:22][CH3:23])=[O:20])=[N:14][C:13]=3[CH:12]=[C:11](OS(C(F)(F)F)(=O)=O)[CH:10]=2)=[N:7][CH:8]=1)#[N:2].[N:32]1[CH:37]=[CH:36][CH:35]=[C:34](B(O)O)[CH:33]=1.C(=O)([O-])[O-].[Cs+].[Cs+].CN(C)C=O>O>[C:1]([C:3]1[CH:4]=[CH:5][C:6]([C:9]2[C:17]3[S:16][C:15]([NH:18][C:19]([NH:21][CH2:22][CH3:23])=[O:20])=[N:14][C:13]=3[CH:12]=[C:11]([C:34]3[CH:33]=[N:32][CH:37]=[CH:36][CH:35]=3)[CH:10]=2)=[N:7][CH:8]=1)#[N:2] |f:2.3.4|. Reported procedure: A stirred mixture of the crude trifluoro-methanesulfonic acid 7-(5-cyano-pyridin-2-yl)-2-(3-ethyl-ureido)-benzothiazol-5-yl ester (108 mg, 0.23 mmol), 3-pyridineboronic acid (56 mg, 0.46 mmol), aqueous caesium carbonate (0.155 ml, 0.57 mmol, 3.7M), dimethylformamide (2.4 ml) and water (0.4 ml) was purged with nitrogen for 15 min. treated with tetrakistriphenylphosphine palladium (0) (27 mg, 0.023 mmol), sealed and heated at 80° C. for 8 h. After cooling to ambient temperature, the mixture was fi... Reactants: C(CCC)C1=CC=C(C=C1)C#CC1=CC=C(CN(C2=CC3=C(OC(OC3=O)(C)C)C=C2)CC2=CC=CC3=CC=CC=C23)C=C1 (6-[{4-[(4-butylphenyl)ethynyl]benzyl}(1-naphthylmethyl)amino]-2,2-dimethyl-4H-1,3-benzodioxin-4-one), O[Li].O (LiOH hydrate), Cl (HCl), [Na+].[Cl-] (NaCl). Run in O1CCOCC1 (dioxane), O (water), O1CCOCC1 (dioxane). Conditions: temperature 80 celsius. Product: Cl.C(CCC)C1=CC=C(C=C1)C#CC1=CC=C(CN(C=2C=CC(=C(C(=O)O)C2)O)CC2=CC=CC3=CC=CC=C23)C=C1 (5-[{4-[(4-butylphenyl)ethynyl]benzyl}(1-naphthylmethyl)amino]-2-hydroxybenzoic acid, hydrochloride salt). The yield is 51.0%. RXN SMILES: [CH2:1]([C:5]1[CH:10]=[CH:9][C:8]([C:11]#[C:12][C:13]2[CH:44]=[CH:43][C:16]([CH2:17][N:18]([CH2:32][C:33]3[C:42]4[C:37](=[CH:38][CH:39]=[CH:40][CH:41]=4)[CH:36]=[CH:35][CH:34]=3)[C:19]3[CH:31]=[CH:30][C:22]4[O:23]C(C)(C)[O:25][C:26](=[O:27])[C:21]=4[CH:20]=3)=[CH:15][CH:14]=2)=[CH:7][CH:6]=1)[CH2:2][CH2:3][CH3:4].O[Li].O.[ClH:48].[Na+].[Cl-]>O1CCOCC1.O>[ClH:48].[CH2:1]([C:5]1[CH:10]=[CH:9][C:8]([C:11]#[C:12][C:13]2[CH:44]=[CH:43][C:16]([CH2:17][N:18]([CH2:32][C:33]3[C:42]4[C:37](=[CH:38][CH:39]=[CH:40][CH:41]=4)[CH:36]=[CH:35][CH:34]=3)[C:19]3[CH:31]=[CH:30][C:22]([OH:23])=[C:21]([CH:20]=3)[C:26]([OH:27])=[O:25])=[CH:15][CH:14]=2)=[CH:7][CH:6]=1)[CH2:2][CH2:3][CH3:4] |f:1.2,4.5,8.9|. Procedure details: To a solution of 6-[{4-[(4-butylphenyl)ethynyl]benzyl}(1-naphthylmethyl)amino]-2,2-dimethyl-4H-1,3-benzodioxin-4-one (72 mg, 0.12 mmol) in dioxane (2 ml) was added a solution of LiOH hydrate (25 mg, 0.60 mmol) in water (0.2 mL). The reaction mixture was heated at 80° C. for 2 hrs. Then a solution of HCl in dioxane (1 mL, 4N) and a saturated aqueous solution of NaCl (5 mL) were added and extracted with Et2O (2×10 mL). The combined organic layers were dried over Na2SO4 and the solvents were remove... The reactants are O=C([O-])[O-], CCC(C)=O, [I-], CC(C)I, [K+], [K+], [K+], O=Cc1ccc(O)cc1. Product: CC(C)Oc1ccc(C=O)cc1. Reaction SMILES: [C:10](=[O:11])([O-:12])[O-:13].[CH3:22][C:23](=[O:24])[CH2:25][CH3:26].[I-:17].[I:18][CH:19]([CH3:20])[CH3:21].[K+:14].[K+:15].[K+:16].[OH:1][c:2]1[cH:3][cH:4][c:5]([CH:6]=[O:7])[cH:8][cH:9]1>>[O:1]([c:2]1[cH:3][cH:4][c:5]([CH:6]=[O:7])[cH:8][cH:9]1)[CH:19]([CH3:20])[CH3:21]. Reactants: C(C1=CC=CC=C1)OC1=CC=C(C=C1)CNC1=CC=C(C=C1)CCCCCCCC ((4-benzyloxyphenylmethyl)(4-octylphenyl)amine), C(C)(C)C1=C(C(=CC=C1)C(C)C)N=C=O (2,6-diisopropylphenyl isocyanate). Reaction SMILES: [CH2:1]([O:8][C:9]1[CH:14]=[CH:13][C:12]([CH2:15][NH:16][C:17]2[CH:22]=[CH:21][C:20]([CH2:23][CH2:24][CH2:25][CH2:26][CH2:27][CH2:28][CH2:29][CH3:30])=[CH:19][CH:18]=2)=[CH:11][CH:10]=1)[C:2]1[CH:7]=[CH:6][CH:5]=[CH:4][CH:3]=1.[CH:31]([C:34]1[CH:39]=[CH:38][CH:37]=[C:36]([CH:40]([CH3:42])[CH3:41])[C:35]=1[N:43]=[C:44]=[O:45])([CH3:33])[CH3:32]>>[CH2:1]([O:8][C:9]1[CH:14]=[CH:13][C:12]([CH2:15][N:16]([C:17]2[CH:18]=[CH:19][C:20]([CH2:23][CH2:24][CH2:25][CH2:26][CH2:27][CH2:28][CH2:29][CH3:30])=[CH:21][CH:22]=2)[C:44]([NH:43][C:35]2[C:34]([CH:31]([CH3:32])[CH3:33])=[CH:39][CH:38]=[CH:37][C:36]=2[CH:40]([CH3:42])[CH3:41])=[O:45])=[CH:11][CH:10]=1)[C:2]1[CH:3]=[CH:4][CH:5]=[CH:6][CH:7]=1. Procedure details: By the reaction and treatment in the same manner as in Example 2 using (4-benzyloxyphenylmethyl)(4-octylphenyl)amine (5.45 g) and 2,6-diisopropylphenyl isocyanate (3.14 g) as starting materials, N-(4-benzyloxyphenylmethyl)-N′-(2,6-diisopropylphenyl)-N-(4-octylphenyl)urea (0.56 g) was obtained. Yield: 6.8%. Yields the product C(C1=CC=CC=C1)OC1=CC=C(C=C1)CN(C(=O)NC1=C(C=CC=C1C(C)C)C(C)C)C1=CC=C(C=C1)CCCCCCCC (N-(4-benzyloxyphenylmethyl)-N′-(2,6-diisopropylphenyl)-N-(4-octylphenyl)urea).